From a dataset of the Open Reaction Database (ORD), a public repository of structured organic reaction records. describe an organic reaction: reactants, conditions, products, and yield Starting materials: C(C(C)C)Br (isobutyl bromide), COCCOCCOC (diethylene glycol dimethylether), C([O-])([O-])=O.[K+].[K+] (potassium carbonate), OC1=C2C(CC(OC2=CC(=C1)O)(C)C)=O (5,7-dihydroxy-2,2-dimethyl-4-chromanone). The reagents and catalysts are [I-].[K+] (potassium iodide). Run at temperature 100 celsius. Product: OC1=C2C(CC(OC2=CC(=C1)OCC(C)C)(C)C)=O (5-hydroxy-7-isobutoxy-2,2-dimethyl-4-chromanone). Yield: 79.0%. As a reaction SMILES: COCCOCCOC.C(=O)([O-])[O-].[K+].[K+].[CH2:16](Br)[CH:17]([CH3:19])[CH3:18].[OH:21][C:22]1[CH:31]=[C:30]([OH:32])[CH:29]=[C:28]2[C:23]=1[C:24](=[O:35])[CH2:25][C:26]([CH3:34])([CH3:33])[O:27]2>[I-].[K+]>[OH:21][C:22]1[CH:31]=[C:30]([O:32][CH2:16][CH:17]([CH3:19])[CH3:18])[CH:29]=[C:28]2[C:23]=1[C:24](=[O:35])[CH2:25][C:26]([CH3:33])([CH3:34])[O:27]2 |f:1.2.3,6.7|. Reported procedure: In 50 of diethylene glycol dimethylether (DIGLIM) 4.2 g (20 millimoles) of 5,7-dihydroxy-2,2-dimethyl-4-chromanone are dissolved, whereupon 3.0 g (22 millimoles) of potassium carbonate and 0.2 g of potassium iodide and thereafter 3.3 g (2.6 ml, 24 millimoles) of isobutyl bromide are added. The reaction mixture is heated at 100° C. for 10 hours and worked up according to Example 19. Thus 4.1 g of the desired compound are obtained, yield 79%. Mp.: 77°-79° C. Reaction SMILES: [CH3:1][O:2][C:3]1[C:8]([NH2:9])=[CH:7][C:6]([CH2:10][S:11](/[CH:14]=[CH:15]/[C:16]2[C:21]([O:22][CH3:23])=[CH:20][C:19]([O:24][CH3:25])=[CH:18][C:17]=2[O:26][CH3:27])(=[O:13])=[O:12])=[CH:5][N:4]=1.Br[CH2:29][C:30]([O:32][CH2:33][CH3:34])=[O:31].C(=O)([O-])[O-].[K+].[K+]>CN(C=O)C.O>[CH3:1][O:2][C:3]1[C:8]([NH:9][CH2:29][C:30]([O:32][CH2:33][CH3:34])=[O:31])=[CH:7][C:6]([CH2:10][S:11](/[CH:14]=[CH:15]/[C:16]2[C:21]([O:22][CH3:23])=[CH:20][C:19]([O:24][CH3:25])=[CH:18][C:17]=2[O:26][CH3:27])(=[O:13])=[O:12])=[CH:5][N:4]=1 |f:2.3.4|. Yield: 69.9%. The reactants are COC1=NC=C(C=C1N)CS(=O)(=O)\C=C\C1=C(C=C(C=C1OC)OC)OC ((E)-2-methoxy-5-((2,4,6-trimethoxystyrylsulfonyl)methyl)pyridin-3-amine), BrCC(=O)OCC (ethyl bromoacetate), C([O-])([O-])=O.[K+].[K+] (potassium carbonate). Procedure: To a solution of (E)-2-methoxy-5-((2,4,6-trimethoxystyrylsulfonyl)methyl)pyridin-3-amine (28 mg, 0.072 mmol) in DMF (5 mL), ethyl bromoacetate (0.110 mL, 1 mmol) and potassium carbonate (138 mg, 1 mmol) were added. The mixture was stirred at 60° C. overnight. The mixture was diluted with H2O (20 mL) and extracted (2×20 mL ethyl acetate). The combined extracts were washed with brine, dried on MgSO4, and filtered. The residue was further purified by silica gel chromatography, eluting with PE/EtOAc... Yields the product COC1=NC=C(C=C1NCC(=O)OCC)CS(=O)(=O)\C=C\C1=C(C=C(C=C1OC)OC)OC ((E)-ethyl 2-(2-methoxy-5-((2,4,6-trimethoxystyrylsulfonyl)methyl)pyridin-3-ylamino)acetate). Conditions: temperature 60 celsius, time 8 hour. The solvent is CN(C)C=O (DMF), O (H2O). Reactants: COC=1C=C2CCC(CC2=CC1)C1=C(C=C(C=C1)C(F)(F)F)N (2-(6-methoxy-1,2,3,4-tetrahydronaphthalen-2-yl)-5-trifluoromethylphenylamine), Cl.FC=1C=C(C(=O)O)C=CC1OCCN1CCCCC1 (3-fluoro-4-(2-piperidin-1-ylethoxy)benzoic acid hydrochloride), FC=1C=C(CNC2=C(C=CC(=C2)C(F)(F)F)C2CC3=CC=C(C=C3CC2)OC)C=CC1OCCN1CCCCC1 ([3-fluoro-4-(2-piperidin-1-ylethoxy)benzyl][2-(6-methoxy-1,2,3,4-tetrahydronaphthalen-2-yl)-5-trifluoromethylphenyl]amine). Yields the product C(C)N(C1=C(C=CC(=C1)C(F)(F)F)C1CC2=CC=C(C=C2CC1)OC)CC1=CC(=C(C=C1)OCCN1CCCCC1)F (ethyl[3-fluoro-4-(2-piperidin-1-ylethoxy)benzyl][2-(6-methoxy-1,2,3,4-tetrahydronaphthalen-2-yl)-5-trifluoromethylphenyl]amine). As a reaction SMILES: COC1C=C2C(=CC=1)CC(C1C=CC(C(F)(F)F)=CC=1N)CC2.Cl.[F:25][C:26]1[CH:27]=[C:28]([CH:32]=[CH:33][C:34]=1[O:35][CH2:36][CH2:37][N:38]1[CH2:43][CH2:42][CH2:41][CH2:40][CH2:39]1)[C:29](O)=O.FC1C=[C:47](C=CC=1OCCN1CCCCC1)[CH2:48][NH:49][C:50]1[CH:55]=[C:54]([C:56]([F:59])([F:58])[F:57])[CH:53]=[CH:52][C:51]=1[CH:60]1[CH2:69][CH2:68][C:67]2[C:62](=[CH:63][CH:64]=[C:65]([O:70][CH3:71])[CH:66]=2)[CH2:61]1>>[CH2:48]([N:49]([CH2:29][C:28]1[CH:32]=[CH:33][C:34]([O:35][CH2:36][CH2:37][N:38]2[CH2:43][CH2:42][CH2:41][CH2:40][CH2:39]2)=[C:26]([F:25])[CH:27]=1)[C:50]1[CH:55]=[C:54]([C:56]([F:57])([F:58])[F:59])[CH:53]=[CH:52][C:51]=1[CH:60]1[CH2:69][CH2:68][C:67]2[C:62](=[CH:63][CH:64]=[C:65]([O:70][CH3:71])[CH:66]=2)[CH2:61]1)[CH3:47] |f:1.2|. Procedure details: Synthesized from 2-(6-methoxy-1,2,3,4-tetrahydronaphthalen-2-yl)-5-trifluoromethylphenylamine and 3-fluoro-4-(2-piperidin-1-ylethoxy)benzoic acid hydrochloride according to an analogous synthetic method to Example 282, [3-fluoro-4-(2-piperidin-1-ylethoxy)benzyl][2-(6-methoxy-1,2,3,4-tetrahydronaphthalen-2-yl)-5-trifluoromethylphenyl]amine (407 mg) was used according to an analogous synthetic method to Example 36 to provide ethyl[3-fluoro-4-(2-piperidin-1-ylethoxy)benzyl][2-(6-methoxy-1,2,3,4-tet... Reported procedure: A mixture of 2-[(2S)-2-amino-3-cyclopropylpropyl]-1H-isoindole-1,3(2H)-dione hydrochloride (257.75 mg, 0.91806 mmol), methyl 4-bromo-2-(bromomethyl)-benzoate (275.80 mg, 0.89555 mmol), N,N-diisopropylethylamine (0.50 mL, 2.9 mmol) and 1,4-dioxane (5.0 mL, 64 mmol) was stirred at 130° C. for 2 hours under microwave irradiation. After the reaction was completed, 1-methyl-5-(4,4,5,5-tetramethyl-1,3,2-dioxaborolan-2-yl)-1H-pyrazole (250.1 mg, 1.202 mmol), bis(tri-t-butylphosphine)palladium (51.1 mg,... Yield: 14.2%. Reaction SMILES: Cl.[NH2:2][C@@H:3]([CH2:16][CH:17]1[CH2:19][CH2:18]1)[CH2:4][N:5]1[C:13](=[O:14])[C:12]2[C:7](=[CH:8][CH:9]=[CH:10][CH:11]=2)[C:6]1=[O:15].Br[C:21]1[CH:30]=[CH:29][C:24]([C:25]([O:27]C)=O)=[C:23]([CH2:31]Br)[CH:22]=1.C(N(CC)C(C)C)(C)C.O1CCOCC1.[CH3:48][N:49]1[C:53](B2OC(C)(C)C(C)(C)O2)=[CH:52][CH:51]=[N:50]1>CC(C)([P](C(C)(C)C)([Pd][P](C(C)(C)C)(C(C)(C)C)C(C)(C)C)C(C)(C)C)C.O>[CH:17]1([CH2:16][C@H:3]([N:2]2[CH2:31][C:23]3[C:24](=[CH:29][CH:30]=[C:21]([C:53]4[N:49]([CH3:48])[N:50]=[CH:51][CH:52]=4)[CH:22]=3)[C:25]2=[O:27])[CH2:4][N:5]2[C:6](=[O:15])[C:7]3[C:12](=[CH:11][CH:10]=[CH:9][CH:8]=3)[C:13]2=[O:14])[CH2:19][CH2:18]1 |f:0.1,^1:65,71|. Reactants: Cl.N[C@H](CN1C(C2=CC=CC=C2C1=O)=O)CC1CC1 (2-[(2S)-2-amino-3-cyclopropylpropyl]-1H-isoindole-1,3(2H)-dione hydrochloride), BrC1=CC(=C(C(=O)OC)C=C1)CBr (methyl 4-bromo-2-(bromomethyl)-benzoate), C(C)(C)N(C(C)C)CC (N,N-diisopropylethylamine), O1CCOCC1 (1,4-dioxane), CN1N=CC=C1B1OC(C(O1)(C)C)(C)C (1-methyl-5-(4,4,5,5-tetramethyl-1,3,2-dioxaborolan-2-yl)-1H-pyrazole). The reagents and catalysts are CC(C)([P](C(C)(C)C)([Pd][P](C(C)(C)C)(C(C)(C)C)C(C)(C)C)C(C)(C)C)C (bis(tri-t-butylphosphine)palladium). Solvent: O (water). Run at temperature 130 celsius, time 2 hour. Product: C1(CC1)C[C@@H](CN1C(C2=CC=CC=C2C1=O)=O)N1C(C2=CC=C(C=C2C1)C1=CC=NN1C)=O (2-{(2S)-3-cyclopropyl-2-[5-(1-methyl-1H-pyrazol-5-yl)-1-oxo-1,3-dihydro-2H-isoindol-2-yl]propyl}-1H-isoindole-1,3(2H)-dione). Reaction SMILES: [Al+3:2].[H-:1].[H-:4].[H-:5].[H-:6].[Li+:3].[s:7]1[c:8]([C:12](=[O:13])[N:14]2[CH2:15][CH2:16][CH2:17][CH2:18]2)[cH:9][cH:10][cH:11]1>>[s:7]1[c:8]([CH2:12][N:14]2[CH2:15][CH2:16][CH2:17][CH2:18]2)[cH:9][cH:10][cH:11]1. Product: c1csc(CN2CCCC2)c1. Reactants: [Al+3], [H-], [H-], [H-], [H-], [Li+], O=C(c1cccs1)N1CCCC1. The reactants are COc1ccc(N)cc1, Cc1cc(Cl)nc(-c2ccccn2)n1, Cl, [Na+], [OH-], O. Yields the product COc1ccc(Nc2cc(C)nc(-c3ccccn3)n2)cc1. As a reaction SMILES: [CH3:15][O:16][c:17]1[cH:18][cH:19][c:20]([NH2:23])[cH:21][cH:22]1.[Cl:1][c:2]1[cH:3][c:4]([CH3:14])[n:5][c:6](-[c:8]2[n:9][cH:10][cH:11][cH:12][cH:13]2)[n:7]1.[ClH:24].[Na+:26].[OH-:25].[OH2:27]>>[c:2]1([NH:23][c:20]2[cH:19][cH:18][c:17]([O:16][CH3:15])[cH:22][cH:21]2)[cH:3][c:4]([CH3:14])[n:5][c:6](-[c:8]2[n:9][cH:10][cH:11][cH:12][cH:13]2)[n:7]1. The reactants are BrCCCCCN1C(OCC1C1=CC(=C(C=C1)F)F)=O (3-(5-bromopentyl)-4-(3,4-difluorophenyl)-1,3-oxazolidin-2-one), CC(C(=O)NC1=CC(=CC=C1)C1CCNCC1)C (2-methyl-N-[3-(4-piperidinyl)phenyl]propanamide), [Na+].[I-] (NaI), C(=O)([O-])[O-].[K+].[K+] (K2CO3). Run in CN(C)C=O (DMF). Reaction conditions: temperature 50 celsius. Yields the product FC=1C=C(C=CC1F)C1N(C(OC1)=O)CCCCCN1CCC(CC1)C=1C=C(C=CC1)NC(C(C)C)=O (N-[3-(1-{5-[4-(3,4-DIFLUOROPHENYL)-2-OXO-1,3-OXAZOLIDIN-3-YL]PENTYL}-4-PIPERIDINYL)PHENYL]-2-METHYLPROPANAMIDE). The yield is 40.9%. RXN SMILES: Br[CH2:2][CH2:3][CH2:4][CH2:5][CH2:6][N:7]1[CH:11]([C:12]2[CH:17]=[CH:16][C:15]([F:18])=[C:14]([F:19])[CH:13]=2)[CH2:10][O:9][C:8]1=[O:20].[CH3:21][CH:22]([CH3:38])[C:23]([NH:25][C:26]1[CH:31]=[CH:30][CH:29]=[C:28]([CH:32]2[CH2:37][CH2:36][NH:35][CH2:34][CH2:33]2)[CH:27]=1)=[O:24].[Na+].[I-].C([O-])([O-])=O.[K+].[K+]>CN(C=O)C>[F:19][C:14]1[CH:13]=[C:12]([CH:11]2[CH2:10][O:9][C:8](=[O:20])[N:7]2[CH2:6][CH2:5][CH2:4][CH2:3][CH2:2][N:35]2[CH2:36][CH2:37][CH:32]([C:28]3[CH:27]=[C:26]([NH:25][C:23](=[O:24])[CH:22]([CH3:21])[CH3:38])[CH:31]=[CH:30][CH:29]=3)[CH2:33][CH2:34]2)[CH:17]=[CH:16][C:15]=1[F:18] |f:2.3,4.5.6|. Procedure details: A mixture of 3-(5-bromopentyl)-4-(3,4-difluorophenyl)-1,3-oxazolidin-2-one (38.0 mg, 0.110 mmol), 2-methyl-N-[3-(4-piperidinyl)phenyl]propanamide (26.0 mg, 0.100 mmol), NaI (23.0 mg, 0.150 mmol), and K2CO3 (14.0 mg, 0.100 mmol) in DMF (2 mL) was heated for 1 h at 50° C. The crude product was purified by preparative TLC using CH2Cl2/MeOH/isopropyl amine (19:1:0.2) to give the desired product (21 mg, 41%). 1H NMR (400 MHz, CDCl3) δ 7.49 (s, 1H), 7.39–7.32 (m, 2H), 7.26–7.20 (m, 2H), 7.18–7.11 (m, ... The reactants are ClCCCCOC=1C=CC2=C(C(OC(N2)=O)(C)C)C1 (6-(4-chlorobutoxy)-4,4-dimethyl-4H-3,1-benzoxazin-2-one), C(C1=CC=CC=C1)S (benzylmercaptan). Product: C(C1=CC=CC=C1)SCCCCOC=1C=CC2=C(C(OC(N2)=O)(C)C)C1 (6-(4-Benzylmercapto-butoxy)-4,4-dimethyl-4H-3,1-benzoxazin-2-one). Reaction SMILES: Cl[CH2:2][CH2:3][CH2:4][CH2:5][O:6][C:7]1[CH:8]=[CH:9][C:10]2[NH:15][C:14](=[O:16])[O:13][C:12]([CH3:18])([CH3:17])[C:11]=2[CH:19]=1.[CH2:20]([SH:27])[C:21]1[CH:26]=[CH:25][CH:24]=[CH:23][CH:22]=1>>[CH2:20]([S:27][CH2:2][CH2:3][CH2:4][CH2:5][O:6][C:7]1[CH:8]=[CH:9][C:10]2[NH:15][C:14](=[O:16])[O:13][C:12]([CH3:18])([CH3:17])[C:11]=2[CH:19]=1)[C:21]1[CH:26]=[CH:25][CH:24]=[CH:23][CH:22]=1. Reported procedure: Prepared analogously to Example 1 from 6-(4-chlorobutoxy)-4,4-dimethyl-4H-3,1-benzoxazin-2-one and benzylmercaptan.